This data is from the Open Reaction Database (ORD), a public repository of structured organic reaction records. The task is: describe an organic reaction: reactants, conditions, products, and yield The reactants are F[B-](F)(F)F, CC1Cc2ccccc2N1, Cl, O=C(O)c1cc(Nc2ccc3c(c2)CC2(C3)C(=O)Nc3ncccc32)ncn1, CN(C)C=O, CN(C)C(On1nnc2ccccc21)=[N+](C)C. The product is CC1Cc2ccccc2N1C(=O)c1cc(Nc2ccc3c(c2)CC2(C3)C(=O)Nc3ncccc32)ncn1. As a reaction SMILES: [B-:40]([F:41])([F:42])([F:43])[F:44].[CH3:30][CH:31]1[NH:32][c:33]2[cH:34][cH:35][cH:36][cH:37][c:38]2[CH2:39]1.[ClH:1].[O:2]=[C:3]1[NH:4][c:5]2[n:6][cH:7][cH:8][cH:9][c:10]2[C:11]12[CH2:12][c:13]1[cH:14][cH:15][c:16]([NH:20][c:21]3[cH:22][c:23]([C:27](=[O:28])[OH:29])[n:24][cH:25][n:26]3)[cH:17][c:18]1[CH2:19]2.[O:62]=[CH:63][N:64]([CH3:65])[CH3:66].[n:45]1([O:46][C:47]([N:48]([CH3:49])[CH3:50])=[N+:51]([CH3:52])[CH3:53])[c:54]2[cH:55][cH:56][cH:57][cH:58][c:59]2[n:60][n:61]1>>[O:2]=[C:3]1[NH:4][c:5]2[n:6][cH:7][cH:8][cH:9][c:10]2[C:11]12[CH2:12][c:13]1[cH:14][cH:15][c:16]([NH:20][c:21]3[cH:22][c:23]([C:27](=[O:29])[N:32]4[CH:31]([CH3:30])[CH2:39][c:38]5[c:33]4[cH:34][cH:35][cH:36][cH:37]5)[n:24][cH:25][n:26]3)[cH:17][c:18]1[CH2:19]2. Starting materials: BrC1=CC=C(C(=C1)NC1CCOCC1)N (5-bromo-N1-(tetrahydro-2H-pyran-4-yl)benzene-1,2-diamine), CC=1C=CC(=CC1)S(=O)(=O)O (TsOH). Solvent: C(OC)(OC)OC (HC(OMe)3). Reaction conditions: temperature 100 celsius, time 12 hour. Product: BrC=1C=CC2=C(N(C=N2)C2CCOCC2)C1 (6-Bromo-1-(tetrahydro-2H-pyran-4-yl)-1H-benzo[d]imidazole). RXN SMILES: [Br:1][C:2]1[CH:7]=[C:6]([NH:8][CH:9]2[CH2:14][CH2:13][O:12][CH2:11][CH2:10]2)[C:5]([NH2:15])=[CH:4][CH:3]=1.[CH3:16]C1C=CC(S(O)(=O)=O)=CC=1>C(OC)(OC)OC>[Br:1][C:2]1[CH:3]=[CH:4][C:5]2[N:15]=[CH:16][N:8]([CH:9]3[CH2:10][CH2:11][O:12][CH2:13][CH2:14]3)[C:6]=2[CH:7]=1. Reported procedure: To a solution of compound 5-bromo-N1-(tetrahydro-2H-pyran-4-yl)benzene-1,2-diamine (500 mg, 1.852 mmol) in HC(OMe)3 (2 mL) was added TsOH (15 mg, 0.0789 mmol). The reaction mixture was stirred at 100° C. for 12 h. The reaction mixture was extracted with DCM washed with water and the organic layer dried over sodium sulfate which was removed by filtration. After concentration of the filtrate, the crude product was purified by column (201 mg, 38.53%). LCMS (m/z): 281.0, 283.0 (M+1). The yield is 92.6%. The product is FC=1C=C2C(C(=CN(C2=C(C1N1CCC(CC1)C(=O)O)O)CC(F)(F)F)C(=O)NCC1=C(C=C(C=C1)OC(F)(F)F)C)=O (1-[6-Fluoro-8-hydroxy-3-({[2-methyl-4-(trifluoromethoxy)benzyl]amino}carbonyl)-4-oxo-1-(2,2,2-trifluoroethyl)-1,4-dihydroquinolin-7-yl]piperidine-4-carboxylic acid). Starting materials: FC=1C=C2C(C(=CN(C2=C(C1N1CCC(CC1)C(=O)O)OC)CC(F)(F)F)C(=O)NCC1=C(C=C(C=C1)OC(F)(F)F)C)=O (1-[6-Fluoro-8-methoxy-3-({[2-methyl-4-(trifluoromethoxy)benzyl]amino}carbonyl)-4-oxo-1-(2,2,2-trifluoroethyl)-1,4-dihydroquinolin-7-yl]piperidine-4-carboxylic acid), C(C)O (Ethanol), N1=CC=CC=C1 (pyridine), C[Si](C)(C)I (trimethylsilyliodide). Procedure: 150 mg (0.237 mmol) of the compound of Example 47 are provided in 3 ml of dichloromethane, 943 μl of trimethylsilyliodide (6.63 mmol) are added and the mixture is stirred for 4 days at room temperature. In order to destroy the excess trimethylsilyliodide the reaction mixture is cooled to 0° C., and a mixture of 414 μl of Ethanol (7.1 mmol) and 575 μl of pyridine (7.1 mmol) is added. After 5 min the volatile components are removed on a rotary evaporator. The residue is stirred in 5 ml of a water-... Reaction conditions: time 4 day. As a reaction SMILES: [F:1][C:2]1[CH:3]=[C:4]2[C:9](=[C:10]([O:21]C)[C:11]=1[N:12]1[CH2:17][CH2:16][CH:15]([C:18]([OH:20])=[O:19])[CH2:14][CH2:13]1)[N:8]([CH2:23][C:24]([F:27])([F:26])[F:25])[CH:7]=[C:6]([C:28]([NH:30][CH2:31][C:32]1[CH:37]=[CH:36][C:35]([O:38][C:39]([F:42])([F:41])[F:40])=[CH:34][C:33]=1[CH3:43])=[O:29])[C:5]2=[O:44].C[Si](I)(C)C.C(O)C.N1C=CC=CC=1>ClCCl>[F:1][C:2]1[CH:3]=[C:4]2[C:9](=[C:10]([OH:21])[C:11]=1[N:12]1[CH2:17][CH2:16][CH:15]([C:18]([OH:20])=[O:19])[CH2:14][CH2:13]1)[N:8]([CH2:23][C:24]([F:25])([F:26])[F:27])[CH:7]=[C:6]([C:28]([NH:30][CH2:31][C:32]1[CH:37]=[CH:36][C:35]([O:38][C:39]([F:40])([F:41])[F:42])=[CH:34][C:33]=1[CH3:43])=[O:29])[C:5]2=[O:44]. The solvent is ClCCl (dichloromethane). The reactants are CC(C)(C)c1ccc2c(c1)Cc1cc(C(C)(C)C)ccc1-2, O=C([O-])O, [Li]CCCC, C=CCOc1c([SiH](CCl)c2ccccc2)cc(C)cc1C(C)(C)C, C1CCOC1, Cc1ccccc1, CCCCCC, [Na+], [Na+], [Na+], O=C([O-])[O-]. Yields the product C=CCOc1c([SiH](CC2c3cc(C(C)(C)C)ccc3-c3ccc(C(C)(C)C)cc32)c2ccccc2)cc(C)cc1C(C)(C)C. Reaction SMILES: [C:1]([CH3:2])([CH3:3])([CH3:4])[c:5]1[cH:6][c:7]2[c:15]([cH:16][cH:17]1)-[c:14]1[c:9]([cH:10][c:11]([C:18]([CH3:19])([CH3:20])[CH3:21])[cH:12][cH:13]1)[CH2:8]2.[C:51](=[O:52])([O-:53])[OH:54].[CH2:22]([Li:23])[CH2:24][CH2:25][CH3:26].[CH2:27]([CH:28]=[CH2:29])[O:30][c:31]1[c:32]([SiH:42]([c:43]2[cH:44][cH:45][cH:46][cH:47][cH:48]2)[CH2:49][Cl:50])[cH:33][c:34]([CH3:41])[cH:35][c:36]1[C:37]([CH3:38])([CH3:39])[CH3:40].[CH2:62]1[O:63][CH2:64][CH2:65][CH2:66]1.[CH3:67][c:68]1[cH:69][cH:70][cH:71][cH:72][cH:73]1.[CH3:74][CH2:75][CH2:76][CH2:77][CH2:78][CH3:79].[Na+:55].[Na+:56].[Na+:57].[O-:58][C:59](=[O:60])[O-:61]>>[C:1]([CH3:2])([CH3:3])([CH3:4])[c:5]1[cH:6][c:7]2[c:15]([cH:16][cH:17]1)-[c:14]1[c:9]([cH:10][c:11]([C:18]([CH3:19])([CH3:20])[CH3:21])[cH:12][cH:13]1)[CH:8]2[CH2:49][SiH:42]([c:32]1[c:31]([O:30][CH2:27][CH:28]=[CH2:29])[c:36]([C:37]([CH3:38])([CH3:39])[CH3:40])[cH:35][c:34]([CH3:41])[cH:33]1)[c:43]1[cH:44][cH:45][cH:46][cH:47][cH:48]1. Reactants: CC(C)(C)OC(=O)NCCOc1cc(C#N)ccc1OCc1ccccc1, Cl, C1COCCO1. Product: N#Cc1ccc(OCc2ccccc2)c(OCCN)c1, Cl. RXN SMILES: [CH2:1]([c:2]1[cH:3][cH:4][cH:5][cH:6][cH:7]1)[O:8][c:9]1[c:10]([O:17][CH2:18][CH2:19][NH:20][C:21]([O:22][C:23]([CH3:24])([CH3:25])[CH3:26])=[O:27])[cH:11][c:12]([C:13]#[N:14])[cH:15][cH:16]1.[ClH:28].[O:29]1[CH2:30][CH2:31][O:32][CH2:33][CH2:34]1>>[CH2:1]([c:2]1[cH:3][cH:4][cH:5][cH:6][cH:7]1)[O:8][c:9]1[c:10]([O:17][CH2:18][CH2:19][NH2:20])[cH:11][c:12]([C:13]#[N:14])[cH:15][cH:16]1.[ClH:28]. Starting materials: C(CCC)[Li] (n-butyl lithium), COC(=O)C1=C(OCCCC(=O)OCC)C=CC(=C1)N1CCOCC1 (ethyl 4-(2-methoxycarbonyl-4-morpholinophenoxy)butyrate). Solvent: C1CCOC1 (THF), C1CCOC1 (THF), C(C)(C)NC(C)C (diisopropylamine). Run at time 30 minute. Product: O1CCN(CC1)C=1C=CC2=C(C(C(CCO2)C(=O)OCC)=O)C1 (ethyl 7-morpholino-5-oxo-2,3,4,5-tetrahydro-1-benzoxepine-4-carboxylate). Isolated yield 55.8%. Reaction SMILES: C([Li])CCC.CO[C:8]([C:10]1[CH:24]=[C:23]([N:25]2[CH2:30][CH2:29][O:28][CH2:27][CH2:26]2)[CH:22]=[CH:21][C:11]=1[O:12][CH2:13][CH2:14][CH2:15][C:16]([O:18][CH2:19][CH3:20])=[O:17])=[O:9]>C1COCC1.C(NC(C)C)(C)C>[O:28]1[CH2:27][CH2:26][N:25]([C:23]2[CH:22]=[CH:21][C:11]3[O:12][CH2:13][CH2:14][CH:15]([C:16]([O:18][CH2:19][CH3:20])=[O:17])[C:8](=[O:9])[C:10]=3[CH:24]=2)[CH2:30][CH2:29]1. Procedure: In THF (15 ml) was dissolved diisopropylamine (1.018 ml), and to the mixture was added dropwise at 0° C. n-butyl lithium (4.2 ml). The mixture was stirred at the same temperature for 30 minutes. To the mixture was added dropwise a solution of ethyl 4-(2-methoxycarbonyl-4-morpholinophenoxy)butyrate (1829 mg, 5.18 mmol) in THF (5 ml) at −78° C., ice bath was removed, and the mixture was stirred for 7 hours. To the mixture was added at 0° C. 10% ammonium chloride solution (30 ml), and the mixture w... Reactants: O=C1NCCC[C@]2([C@H]1CCC2)C2=CC(=CC=C2)OC (trans-1-oxo-5a-(3-methoxyphenyl)-decahydrocyclopent[c]azepine), CI (methyl iodide), C1(=CC=CC=C1)C (toluene), cis-1-oxo-2-methyl-5a-(3-methoxyphenyl)-decahydrocyclopent[a]azepine, C1(=CC=CC=C1)C (toluene), [NH2-].[Na+] (sodium amide), C1(=CC=CC=C1)C (toluene). Solvent: O (water). Reaction conditions: temperature 25 celsius. The product is O=C1N(CCC[C@]2([C@@H]1CCC2)C2=CC(=CC=C2)OC)C (cis-1-oxo-2-methyl-5a-(3-methoxyphenyl)-decahydrocyclopent[ c]azepine). As a reaction SMILES: [O:1]=[C:2]1[C@@H:8]2[CH2:9][CH2:10][CH2:11][C@@:7]2([C:12]2[CH:17]=[CH:16][CH:15]=[C:14]([O:18][CH3:19])[CH:13]=2)[CH2:6][CH2:5][CH2:4][NH:3]1.[C:20]1(C)C=CC=CC=1.[NH2-].[Na+].CI>O>[O:1]=[C:2]1[C@H:8]2[CH2:9][CH2:10][CH2:11][C@@:7]2([C:12]2[CH:17]=[CH:16][CH:15]=[C:14]([O:18][CH3:19])[CH:13]=2)[CH2:6][CH2:5][CH2:4][N:3]1[CH3:20] |f:2.3|. Procedure: A solution of 5.0 g. of dl-trans-1-oxo-5a-(3-methoxyphenyl)-decahydrocyclopent[c]azepine in 40 ml. of anhydrous toluene was added dropwise over thirty minutes to a stirred solution of 1.2 g. of sodium amide in 40 ml. of anhydrous toluene. The reaction mixture was heated at reflux for four hours, and then cooled to 25° C. and stirred while a solution of 4 g. of methyl iodide in 40 ml. of toluene was added in one portion. The reaction mixture was next heated to reflux and stirred for thirteen hour... Reactants: Brc1nccs1, COc1cccc(O)c1, CN(C)C=O. The product is COc1cccc(Oc2nccs2)c1. As a reaction SMILES: [Br:10][c:11]1[s:12][cH:13][cH:14][n:15]1.[CH3:1][O:2][c:3]1[cH:4][cH:5][cH:6][c:7]([OH:8])[cH:9]1.[O:16]=[CH:17][N:18]([CH3:19])[CH3:20]>>[CH3:1][O:2][c:3]1[cH:4][cH:5][cH:6][c:7]([O:8][c:11]2[s:12][cH:13][cH:14][n:15]2)[cH:9]1. Reactants: CC(=O)O (HOAc), C(C)(=O)OC(CC)[C@@H]1C[C@@H]([C@@H](O1)N1C(SC2=C1N=C(NC2=O)N)=O)CC(=O)[O-] ([(2R,3R,5S)-5-(1-acetoxypropyl)-2-(5-amino-2,7-dioxo-6H-thiazolo[4,5-d]pyrimidin-3-yl)tetrahydrofuran-3-yl]acetate), C(C)(=O)OC(CC)[C@@H]1C[C@@H]([C@@H](O1)N1C(SC2=C1N=C(NC2=O)N)=O)CC(=O)[O-] ([(2R,3R,5S)-5-(1-acetoxypropyl)-2-(5-amino-2,7-dioxo-6H-thiazolo[4,5-d]pyrimidin-3-yl)tetrahydrofuran-3-yl]acetate), C(=O)([O-])[O-].[K+].[K+] (K2CO3). Run in CO (methanol). Run at time 12 hour. The product is C(C)(=O)OC(CC)[C@H]1O[C@H]([C@@H](C1)O)N1C(SC2=C1N=C(NC2=O)N)=O (1-[(2S,4R,5R)-5-(5-amino-2,7-dioxo-6H-thiazolo[4,5-d]pyrimidin-3-yl)-4-hydroxy-tetrahydrofuran-2-yl]propyl acetate). Yield: 88.9%. As a reaction SMILES: [C:1]([O:4][CH:5]([C@H:8]1[O:12][C@@H:11]([N:13]2[C:17]3[N:18]=[C:19]([NH2:23])[NH:20][C:21](=[O:22])[C:16]=3[S:15][C:14]2=[O:24])[C@@H:10](CC([O-])=O)[CH2:9]1)[CH2:6][CH3:7])(=[O:3])[CH3:2].C([O-])([O-])=[O:30].[K+].[K+].CC(O)=O>CO>[C:1]([O:4][CH:5]([C@@H:8]1[CH2:9][C@@H:10]([OH:30])[C@H:11]([N:13]2[C:17]3[N:18]=[C:19]([NH2:23])[NH:20][C:21](=[O:22])[C:16]=3[S:15][C:14]2=[O:24])[O:12]1)[CH2:6][CH3:7])(=[O:3])[CH3:2] |f:1.2.3|. Procedure: To a solution of [(2R,3R,5S)-5-(1-acetoxypropyl)-2-(5-amino-2,7-dioxo-6H-thiazolo[4,5-d]pyrimidin-3-yl)tetrahydrofuran-3-yl]acetate (compound 1g, 7.0 g, 16.9 mmol) in methanol (200 mL) was added K2CO3 (1.18 g, 8.5 mmol). After being stirred at room temperature for 12 hours, the reaction mixture was adjusted to pH 6.0 by addition of HOAc (1.2 g, 17 mmol), concentrated in vacuo and the residue was purified by column chromatography on silica gel (eluting with 1:2 EtOAc in petroleum ether) to afford... Reactants: COC1=NC(=C(C=C1NC(OC1=CC=CC=C1)=O)C)CCC (Phenyl N-(2-methoxy-5-methyl-6-propylpyridin-3-yl)carbamate), OC=1C=C(C=CC1)N1CCNCC1 (1-(3-hydroxyphenyl)piperazine). Product: COC1=NC(=C(C=C1NC(=O)N1CCN(CC1)C1=CC(=CC=C1)O)C)CCC (1-[(2-Methoxy-5-methyl-6-propylpyridin-3-yl)aminocarbonyl]-4-(3-hydroxyphenyl)piperazine). Isolated yield 52.0%. As a reaction SMILES: [CH3:1][O:2][C:3]1[C:8]([NH:9][C:10](=[O:18])OC2C=CC=CC=2)=[CH:7][C:6]([CH3:19])=[C:5]([CH2:20][CH2:21][CH3:22])[N:4]=1.[OH:23][C:24]1[CH:25]=[C:26]([N:30]2[CH2:35][CH2:34][NH:33][CH2:32][CH2:31]2)[CH:27]=[CH:28][CH:29]=1>>[CH3:1][O:2][C:3]1[C:8]([NH:9][C:10]([N:33]2[CH2:32][CH2:31][N:30]([C:26]3[CH:27]=[CH:28][CH:29]=[C:24]([OH:23])[CH:25]=3)[CH2:35][CH2:34]2)=[O:18])=[CH:7][C:6]([CH3:19])=[C:5]([CH2:20][CH2:21][CH3:22])[N:4]=1. Procedure: Phenyl N-(2-methoxy-5-methyl-6-propylpyridin-3-yl)carbamate and 1-(3-hydroxyphenyl)piperazine were reacted by the same way with the example 1 to obtain the titled compound.